From a dataset of the Open Reaction Database (ORD), a public repository of structured organic reaction records. describe an organic reaction: reactants, conditions, products, and yield Solvent: C(C)(=O)OCC (ethyl acetate), C1(=CC=CC=C1)C (toluene). The reactants are C(C)O (ethanol), aqueous solution, C([O-])([O-])=O.[Na+].[Na+] (sodium carbonate), BrC1=CC=C2CC(NC2=C1)=O (6-bromo-2-oxindole), tetrakis(triphenyl-phosphine)palladium(0), C(CC)(O)O.N1=CC(=CC=C1)B(O)O (pyridine-3-boronic acid propane diol). Procedure: To a solution of 6-bromo-2-oxindole (4 g, 26.3 mmol) dissolved in 60 mL of toluene and 60 mL of ethanol with stirring and a little heating tetrakis(triphenyl-phosphine)palladium(0) (2.3 g, 1.9 mmol) was added followed by a 2M aqueous solution of sodium carbonate (50 mL, 100 mmol) and pyridine-3-boronic acid propane diol (5 g, 30.7 mmol). The mixture was heated in a 100° C. oil bath for 12 hours. The cooled reaction was diluted with ethyl acetate (500 mL), washed with saturated aqueous sodium bic... Conditions: temperature 100 celsius. Yield: 42.0%. Reaction SMILES: Br[C:2]1[CH:10]=[C:9]2[C:5]([CH2:6][C:7](=[O:11])[NH:8]2)=[CH:4][CH:3]=1.C(O)C.C(=O)([O-])[O-].[Na+].[Na+].C(O)(O)CC.[N:26]1[CH:31]=[CH:30][CH:29]=[C:28](B(O)O)[CH:27]=1>C1(C)C=CC=CC=1.C(OCC)(=O)C>[N:26]1[CH:31]=[CH:30][CH:29]=[C:28]([C:2]2[CH:10]=[C:9]3[C:5]([CH2:6][C:7](=[O:11])[NH:8]3)=[CH:4][CH:3]=2)[CH:27]=1 |f:2.3.4,5.6|. The product is N1=CC(=CC=C1)C1=CC=C2CC(NC2=C1)=O (6-pyridin-3-yl-1,3-dihydro-indol-2-one). The reactants are N[C@@H](CNC(=O)C=1SC(=CC1)Cl)C(=O)N1[C@H](COCC1)C (5-Chloro-thiophene-2-carboxylic acid [(S)-2-amino-3-((S)-3-methyl-morpholin-4-yl)-3-oxo-propyl]-amide), N[C@@H](CNC(=O)C=1SC(=CC1)Cl)C(=O)N1[C@H](COCC1)C (5-Chloro-thiophene-2-carboxylic acid [(S)-2-amino-3-((S)-3-methyl-morpholin-4-yl)-3-oxo-propyl]-amide), CCN(C(C)C)C(C)C (DIPEA), C(C)C1=C(C=CC=C1N1C(COCC1)=O)S(=O)(=O)Cl (2-ethyl-3-(3-oxo-morpholin-4-yl)-benzenesulfonyl chloride), C(C)C1=C(C=CC=C1N1C(COCC1)=O)S(=O)(=O)Cl (2-Ethyl-3-(3-oxo-morpholin-4-yl)-benzenesulfonyl chloride). Solvent: C(Cl)Cl (DCM), C(Cl)Cl (DCM). Reaction conditions: time 75 minute. Yields the product C(C)C1=C(C=CC=C1N1C(COCC1)=O)S(=O)(=O)N[C@@H](CNC(=O)C=1SC(=CC1)Cl)C(=O)N1[C@H](COCC1)C (5-Chloro-thiophene-2-carboxylic acid [(S)-2-[2-ethyl-3-(3-oxo-morpholin-4-yl)-benzenesulfonylamino]-3-((S)-3-methyl-morpholin-4-yl)-3-oxo-propyl]-amide). Reaction SMILES: [NH2:1][C@H:2]([C:13]([N:15]1[CH2:20][CH2:19][O:18][CH2:17][C@@H:16]1[CH3:21])=[O:14])[CH2:3][NH:4][C:5]([C:7]1[S:8][C:9]([Cl:12])=[CH:10][CH:11]=1)=[O:6].CCN(C(C)C)C(C)C.[CH2:31]([C:33]1[C:38]([N:39]2[CH2:44][CH2:43][O:42][CH2:41][C:40]2=[O:45])=[CH:37][CH:36]=[CH:35][C:34]=1[S:46](Cl)(=[O:48])=[O:47])[CH3:32]>C(Cl)Cl>[CH2:31]([C:33]1[C:38]([N:39]2[CH2:44][CH2:43][O:42][CH2:41][C:40]2=[O:45])=[CH:37][CH:36]=[CH:35][C:34]=1[S:46]([NH:1][C@H:2]([C:13]([N:15]1[CH2:20][CH2:19][O:18][CH2:17][C@@H:16]1[CH3:21])=[O:14])[CH2:3][NH:4][C:5]([C:7]1[S:8][C:9]([Cl:12])=[CH:10][CH:11]=1)=[O:6])(=[O:47])=[O:48])[CH3:32]. Procedure details: 5-Chloro-thiophene-2-carboxylic acid [(S)-2-amino-3-((S)-3-methyl-morpholin-4-yl)-3-oxo-propyl]-amide, Intermediate 3 (95 mg, 0.287 mmol) was dissolved in 2 ml DCM and DIPEA (151 μl, 0.861 mmol). 2-ethyl-3-(3-oxo-morpholin-4-yl)-benzenesulfonyl chloride, Intermediate 7 (91 mg, 0.3 mmol) in 2 ml DCM was slowly added and the reaction was stirred for 75 min. After that the solution was evaporated to dryness and purified by prep. HPLC. After lyophilization the title compound was obtained as colorles... Reactants: CO, CC(CCC(C)(C)O)NC(c1ccccc1)c1ccccc1, [OH-], [OH-], [Pd+2]. Yields the product CC(N)CCC(C)(C)O. RXN SMILES: [CH3:23][OH:24].[CH:1]([c:2]1[cH:3][cH:4][cH:5][cH:6][cH:7]1)([c:8]1[cH:9][cH:10][cH:11][cH:12][cH:13]1)[NH:14][CH:15]([CH2:16][CH2:17][C:18]([CH3:19])([OH:20])[CH3:21])[CH3:22].[OH-:25].[OH-:27].[Pd+2:26]>>[NH2:14][CH:15]([CH2:16][CH2:17][C:18]([CH3:19])([OH:20])[CH3:21])[CH3:22]. Starting materials: NC1=NN(C2=C(C=CC(=C12)OC)F)CC=1C=C(C(=O)N)C=CC1 (3-{[3-amino-7-fluoro-4-(methyloxy)-1H-indazol-1-yl]methyl}benzamide), ClC1=CC=C(S1)S(=O)(=O)Cl (5-chloro-2-thiophenesulfonyl chloride), ClC1=CC=C(S1)S(=O)(=O)Cl (5-chloro-2-thiophenesulfonyl chloride), Intermediate 14. Solvent: CO.CS(=O)C (MeOH DMSO), ClCCl (dichloromethane), ClCCl (dichloromethane), N1=CC=CC=C1 (pyridine), ClCCl (dichloromethane). Reaction conditions: time 45 minute. Yields the product ClC1=CC=C(S1)S(=O)(=O)NC1=NN(C2=C(C=CC(=C12)OC)F)CC=1C=C(C(=O)N)C=CC1 (3-{[3-{[(5-Chloro-2-thienyl)sulfonyl]amino}-7-fluoro-4-(methyloxy)-1H-indazol-1-yl]methyl}benzamide). Yield: 45.0%. As a reaction SMILES: [NH2:1][C:2]1[C:10]2[C:5](=[C:6]([F:13])[CH:7]=[CH:8][C:9]=2[O:11][CH3:12])[N:4]([CH2:14][C:15]2[CH:16]=[C:17]([CH:21]=[CH:22][CH:23]=2)[C:18]([NH2:20])=[O:19])[N:3]=1.[Cl:24][C:25]1[S:29][C:28]([S:30](Cl)(=[O:32])=[O:31])=[CH:27][CH:26]=1>N1C=CC=CC=1.ClCCl.CO.CS(C)=O>[Cl:24][C:25]1[S:29][C:28]([S:30]([NH:1][C:2]2[C:10]3[C:5](=[C:6]([F:13])[CH:7]=[CH:8][C:9]=3[O:11][CH3:12])[N:4]([CH2:14][C:15]3[CH:16]=[C:17]([CH:21]=[CH:22][CH:23]=3)[C:18]([NH2:20])=[O:19])[N:3]=2)(=[O:32])=[O:31])=[CH:27][CH:26]=1 |f:4.5|. Reported procedure: To a solution of 3-{[3-amino-7-fluoro-4-(methyloxy)-1H-indazol-1-yl]methyl}benzamide (for a preparation see Intermediate 14) (22 mg, 0.07 mmol) in anhydrous pyridine (1 mL) and anhydrous dichloromethane (3 mL) (gentle heating of the mixture for a few minutes with a heatgun was required in order for the starting material to go in solution) was added a solution of 5-chloro-2-thiophenesulfonyl chloride (16.71 mg, 0.077 mmol) in anhydrous dichloromethane (0.5 mL). The reaction was stirred at room te... The product is CC(=O)N(c1ccc(Cl)cc1)C1CC(C)N(C(=O)c2ccc(OCCCN3CCCC3)cc2)c2ccccc21. As a reaction SMILES: [Br:38][CH2:39][CH2:40][CH2:41][N:42]1[CH2:43][CH2:44][CH2:45][CH2:46]1.[Cl:1][c:2]1[cH:3][cH:4][c:5]([N:8]([C:9]([CH3:10])=[O:11])[CH:12]2[CH2:13][CH:14]([CH3:31])[N:15]([C:22]([c:23]3[cH:24][cH:25][c:26]([OH:29])[cH:27][cH:28]3)=[O:30])[c:16]3[cH:17][cH:18][cH:19][cH:20][c:21]32)[cH:6][cH:7]1.[K+:32].[K+:33].[O-:34][C:35]([O-:36])=[O:37].[O:47]=[CH:48][N:49]([CH3:50])[CH3:51]>>[Cl:1][c:2]1[cH:3][cH:4][c:5]([N:8]([C:9]([CH3:10])=[O:11])[CH:12]2[CH2:13][CH:14]([CH3:31])[N:15]([C:22]([c:23]3[cH:24][cH:25][c:26]([O:29][CH2:39][CH2:40][CH2:41][N:42]4[CH2:43][CH2:44][CH2:45][CH2:46]4)[cH:27][cH:28]3)=[O:30])[c:16]3[cH:17][cH:18][cH:19][cH:20][c:21]32)[cH:6][cH:7]1. The reactants are BrCCCN1CCCC1, CC(=O)N(c1ccc(Cl)cc1)C1CC(C)N(C(=O)c2ccc(O)cc2)c2ccccc21, [K+], [K+], O=C([O-])[O-], CN(C)C=O. The reactants are C=O, CC(=O)O, CO, Cl, Cn1cc(Br)cc(Nc2ccc(OC3CNC3)cn2)c1=O. The product is CN1CC(Oc2ccc(Nc3cc(Br)cn(C)c3=O)nc2)C1. RXN SMILES: [CH2:23]=[O:24].[CH3:25][C:26](=[O:27])[OH:28].[CH3:29][OH:30].[ClH:1].[NH:2]1[CH2:3][CH:4]([O:6][c:7]2[cH:8][cH:9][c:10]([NH:13][c:14]3[c:15](=[O:22])[n:16]([CH3:21])[cH:17][c:18]([Br:20])[cH:19]3)[n:11][cH:12]2)[CH2:5]1>>[N:2]1([CH3:25])[CH2:3][CH:4]([O:6][c:7]2[cH:8][cH:9][c:10]([NH:13][c:14]3[c:15](=[O:22])[n:16]([CH3:21])[cH:17][c:18]([Br:20])[cH:19]3)[n:11][cH:12]2)[CH2:5]1. Reactants: COC(CCC1=C(C=CC=C1)OCCCCCCC1=C(C2=C(C(CCO2)=O)C=C1)CCC)=O (2-[6-(3,4-dihydro-4-oxo-8-propyl-2H-1-benzopyran-7-yl)hexyloxy]benzenepropanoic acid methyl ester), [OH-].[Li+] (lithium hydroxide). The solvent is O1CCCC1 (tetrahydrofuran). Run at time 24 hour. Yields the product O=C1CCOC2=C1C=CC(=C2CCC)CCCCCCOC2=C(C=CC=C2)CCC(=O)O (2-[6-(3,4-dihydro-4-oxo-8-propyl-2H-1-benzopyran-7-yl)hexyloxy]benzenepropanoic acid). The yield is 79.2%. RXN SMILES: C[O:2][C:3](=[O:33])[CH2:4][CH2:5][C:6]1[CH:11]=[CH:10][CH:9]=[CH:8][C:7]=1[O:12][CH2:13][CH2:14][CH2:15][CH2:16][CH2:17][CH2:18][C:19]1[CH:29]=[CH:28][C:22]2[C:23](=[O:27])[CH2:24][CH2:25][O:26][C:21]=2[C:20]=1[CH2:30][CH2:31][CH3:32].[OH-].[Li+]>O1CCCC1>[O:27]=[C:23]1[C:22]2[CH:28]=[CH:29][C:19]([CH2:18][CH2:17][CH2:16][CH2:15][CH2:14][CH2:13][O:12][C:7]3[CH:8]=[CH:9][CH:10]=[CH:11][C:6]=3[CH2:5][CH2:4][C:3]([OH:33])=[O:2])=[C:20]([CH2:30][CH2:31][CH3:32])[C:21]=2[O:26][CH2:25][CH2:24]1 |f:1.2|. Procedure: A mixture of 0.65 g (1.44 mmol) of 2-[6-(3,4-dihydro-4-oxo-8-propyl-2H-1-benzopyran-7-yl)hexyloxy]benzenepropanoic acid methyl ester, 2 mL of 3N aqueous lithium hydroxide, and 30 mL of tetrahydrofuran was stirred at room temperature for 24 hr and then concentrated in vacuo. The residue was diluted with water and extracted 3 times with ether (the ether extracts were discarded). The aqueous alkaline solution was acidified with 3N HCl and worked-up with ether in the usual manner. The oily residue w...